Task: describe an organic reaction: reactants, conditions, products, and yield. Dataset: the Open Reaction Database (ORD), a public repository of structured organic reaction records The reactants are CN(C1=CC=C(C=C1)C1(OC(=O)C2=CC(=CC=C12)N(C)C)C1=CC=C(C=C1)N(C)C)C (3,3-bis(4-dimethylaminophenyl)-6-dimethylaminophthalide), O.NN (hydrazine hydrate). Solvent: C(C)O (ethyl alcohol). Conditions: temperature 90 celsius, time 3 hour. Product: CN(C1=CC=C(C=C1)C1(NNC(C2=CC(=CC=C12)N(C)C)=O)C1=CC=C(C=C1)N(C)C)C (4,4-bis(4-dimethylaminophenyl)-7-dimethylaminophthalazin-1(2H)-one). Isolated yield 80.5%. As a reaction SMILES: [CH3:1][N:2]([CH3:31])[C:3]1[CH:8]=[CH:7][C:6]([C:9]2([C:22]3[CH:27]=[CH:26][C:25]([N:28]([CH3:30])[CH3:29])=[CH:24][CH:23]=3)[C:18]3[C:13](=[CH:14][C:15]([N:19]([CH3:21])[CH3:20])=[CH:16][CH:17]=3)[C:11](=O)O2)=[CH:5][CH:4]=1.[OH2:32].[NH2:33][NH2:34]>C(O)C>[CH3:30][N:28]([CH3:29])[C:25]1[CH:24]=[CH:23][C:22]([C:9]2([C:6]3[CH:5]=[CH:4][C:3]([N:2]([CH3:1])[CH3:31])=[CH:8][CH:7]=3)[C:18]3[C:13](=[CH:14][C:15]([N:19]([CH3:20])[CH3:21])=[CH:16][CH:17]=3)[C:11](=[O:32])[NH:34][NH:33]2)=[CH:27][CH:26]=1 |f:1.2|. Reported procedure: With stirring, a mixture of 1200.0 ml of 80 percent aqueous ethyl alcohol, 25.0 g of 3,3-bis(4-dimethylaminophenyl)-6-dimethylaminophthalide and 35.4 g of 85 percent hydrazine hydrate was maintained at reflux temperature, approximately 90° C., for approximately three hours. After setting overnight at ambient temperature, the resulting slurry was chilled to approximately 5° C. by means of an external ice bath. The solid was collected by filtration, washed four times each with 50.0 ml of cold wate...